Dataset: the Open Reaction Database (ORD), a public repository of structured organic reaction records. Task: describe an organic reaction: reactants, conditions, products, and yield The product is NC1=NC=NN2C1=C(C(=C2Br)COC)C2=CC=C(C=C2)NC(=O)NC2=C(C=CC(=C2)C(F)(F)F)F (N-{4-[4-amino-7-bromo-6-(methoxymethyl)-pyrrolo[2,1-f][1,2,4]triazin-5-yl]phenyl}-N′-[2-fluoro-5-(trifluoromethyl)-phenyl]urea). Procedure: To a suspension of Intermediate AA (N-{4-[4-amino-6-(methoxymethyl)pyrrolo[2,1-f][1,2,4]triazin-5-yl]phenyl}-N′-[2-fluoro-5-(trifluoro-methyl)phenyl]urea (750 mg, 1.58 mmol)) in acetonitrile (7 ml) was added N-bromosuccinimide (365 mg, 2.0 mmol) and the mixture was heated at 60 C in a sealed vial for 1 h. After cooling to 0° C., the reaction was filtered and washed with cold CH3CN and ethyl ether (3×) to give the crude product as a solid, which was purified via flash column chromatography (95:5 ... Yield: 5.7%. Solvent: C(C)#N (acetonitrile). Reactants: NC1=NC=NN2C1=C(C(=C2)COC)C2=CC=C(C=C2)NC(=O)NC2=C(C=CC(=C2)C(F)(F)F)F (N-{4-[4-amino-6-(methoxymethyl)pyrrolo[2,1-f][1,2,4]triazin-5-yl]phenyl}-N′-[2-fluoro-5-(trifluoro-methyl)phenyl]urea), BrN1C(CCC1=O)=O (N-bromosuccinimide). As a reaction SMILES: [NH2:1][C:2]1[C:7]2=[C:8]([C:14]3[CH:19]=[CH:18][C:17]([NH:20][C:21]([NH:23][C:24]4[CH:29]=[C:28]([C:30]([F:33])([F:32])[F:31])[CH:27]=[CH:26][C:25]=4[F:34])=[O:22])=[CH:16][CH:15]=3)[C:9]([CH2:11][O:12][CH3:13])=[CH:10][N:6]2[N:5]=[CH:4][N:3]=1.[Br:35]N1C(=O)CCC1=O>C(#N)C>[NH2:1][C:2]1[C:7]2=[C:8]([C:14]3[CH:19]=[CH:18][C:17]([NH:20][C:21]([NH:23][C:24]4[CH:29]=[C:28]([C:30]([F:31])([F:32])[F:33])[CH:27]=[CH:26][C:25]=4[F:34])=[O:22])=[CH:16][CH:15]=3)[C:9]([CH2:11][O:12][CH3:13])=[C:10]([Br:35])[N:6]2[N:5]=[CH:4][N:3]=1. Reaction conditions: temperature 0 celsius. The reactants are C(C)(C)(C)OC(=O)[C@H]1N(CCC1)CCCO ((S)-1-(3-hydroxy-propyl)-pyrrolidine-2-carboxylic acid tert-butyl ester), C1(=CC=CC=C1)P(C1=CC=CC=C1)C1=CC=CC=C1 (triphenylphosphine), CC(C)OC(=O)/N=N/C(=O)OC(C)C (DIAD), ClC1=C(C=C(C(=O)N(C)C2=C(C=CC=C2)O)C=C1)C=1C=NC(=CC1C#N)C(F)(F)F (4-chloro-3-(4-cyano-6-trifluoromethyl-pyridin-3-yl)-N-(2-hydroxy-phenyl)-N-methyl-benzamide). The solvent is C1CCOC1 (THF). Run at time 8 hour. Product: ClC1=C(C=C(C(=O)N(C2=C(OCCCN3[C@@H](CCC3)C(=O)O)C=CC=C2)C)C=C1)C=1C=NC(=CC1C#N)C(F)(F)F ((5)-1-[3-(2-{[4-chloro-3-(4-cyano-6-trifluoromethyl-pyridin-3-yl)-benzoyl]-methyl-amino}-phenoxy)-propyl]-pyrrolidine-2-carboxylic acid). Reaction SMILES: [Cl:1][C:2]1[CH:18]=[CH:17][C:5]([C:6]([N:8]([C:10]2[CH:15]=[CH:14][CH:13]=[CH:12][C:11]=2[OH:16])[CH3:9])=[O:7])=[CH:4][C:3]=1[C:19]1[CH:20]=[N:21][C:22]([C:27]([F:30])([F:29])[F:28])=[CH:23][C:24]=1[C:25]#[N:26].C([O:35][C:36]([C@@H:38]1[CH2:42][CH2:41][CH2:40][N:39]1[CH2:43][CH2:44][CH2:45]O)=[O:37])(C)(C)C.C1(P(C2C=CC=CC=2)C2C=CC=CC=2)C=CC=CC=1.CC(OC(/N=N/C(OC(C)C)=O)=O)C>C1COCC1>[Cl:1][C:2]1[CH:18]=[CH:17][C:5]([C:6]([N:8]([CH3:9])[C:10]2[CH:15]=[CH:14][CH:13]=[CH:12][C:11]=2[O:16][CH2:45][CH2:44][CH2:43][N:39]2[CH2:40][CH2:41][CH2:42][C@H:38]2[C:36]([OH:37])=[O:35])=[O:7])=[CH:4][C:3]=1[C:19]1[CH:20]=[N:21][C:22]([C:27]([F:30])([F:28])[F:29])=[CH:23][C:24]=1[C:25]#[N:26]. Reported procedure: To 4-chloro-3-(4-cyano-6-trifluoromethyl-pyridin-3-yl)-N-(2-hydroxy-phenyl)-N-methyl-benzamide (30 mg, 0.069 mmol) dissolved in THF (700 μL), (S)-1-(3-hydroxy-propyl)-pyrrolidine-2-carboxylic acid tert-butyl ester (18 mg, 0.078 mmol), triphenylphosphine (26 mg, 0.1 mmol) and DIAD (20 μL, 0.1 mmol) were added. The mixture was stirred at rt overnight, concentrated, diluted with 1 mL MeOH and purified by prep HPLC. The resulting (S)-1-[3-(2-{[4-chloro-3-(4-cyano-6-trifluoromethyl-pyridin-3-yl)-benz... The reactants are ice, BrBr (Br2), C1=CC=CC2=C1CCCCC2=O (6,7,8,9-tetrahydro-5H-benzo[7]annulen-5-one), [Al+3].[Cl-].[Cl-].[Cl-] (AlCl3), N#N (N2). Solvent: Cl (HCl). Reaction conditions: time 30 minute. The product is BrC1=CC=CC2=C1CCCCC2=O (1-bromo-6,7,8,9-tetrahydro-5H-benzo[7]annulen-5-one), BrC1=CC2=C(CCCCC2=O)C=C1 (3-bromo-6,7,8,9-tetrahydro-5H-benzo[7]annulen-5-one). RXN SMILES: [CH:1]1[C:6]2[CH2:7][CH2:8][CH2:9][CH2:10][C:11](=[O:12])[C:5]=2[CH:4]=[CH:3][CH:2]=1.[Al+3].[Cl-].[Cl-].[Cl-].N#N.[Br:19]Br>Cl>[Br:19][C:1]1[C:6]2[CH2:7][CH2:8][CH2:9][CH2:10][C:11](=[O:12])[C:5]=2[CH:4]=[CH:3][CH:2]=1.[Br:19][C:3]1[CH:2]=[CH:1][C:6]2[CH2:7][CH2:8][CH2:9][CH2:10][C:11](=[O:12])[C:5]=2[CH:4]=1 |f:1.2.3.4|. Procedure details: 6,7,8,9-tetrahydro-5H-benzo[7]annulen-5-one (8 g, 50 mmol) was added to a flask containing AlCl3 (16.6 g, 125 mmol) dropwise under N2 and the mixture was stirred at r.t. for 30 minutes, and then Br2 (3 mL, 60 mmol) was added dropwise and the mixture was heated to 80° C. for another 5 minutes. Then the mixture was poured into a mixture of conc. HCl (20 mL) and ice (200 g) and stirred for 10 minutes. Then the mixture was extracted with MTBE and the organic layer was washed with aq. NaHCO3 and brin... Starting materials: OCC=1C=C(CNC=2C=CC(=C(C2)C2=C(C=C(C=C2)C(CC)=O)C)C)C=CC1CO (1-{5′-[3,4-bis(hydroxymethyl)benzylamino]-2,2′-dimethylbiphenyl-4-yl}-1-propanone), C(C)[Mg]Br (ethylmagnesium bromide). As a reaction SMILES: [OH:1][CH2:2][C:3]1[CH:4]=[C:5]([CH:26]=[CH:27][C:28]=1[CH2:29][OH:30])[CH2:6][NH:7][C:8]1[CH:9]=[CH:10][C:11]([CH3:25])=[C:12]([C:14]2[CH:19]=[CH:18][C:17]([C:20](=[O:23])[CH2:21][CH3:22])=[CH:16][C:15]=2[CH3:24])[CH:13]=1.[CH2:31]([Mg]Br)[CH3:32]>C1COCC1>[CH2:21]([C:20]([C:17]1[CH:18]=[CH:19][C:14]([C:12]2[C:11]([CH3:25])=[CH:10][CH:9]=[C:8]([NH:7][CH2:6][C:5]3[CH:26]=[CH:27][C:28]([CH2:29][OH:30])=[C:3]([CH2:2][OH:1])[CH:4]=3)[CH:13]=2)=[C:15]([CH3:24])[CH:16]=1)([OH:23])[CH2:31][CH3:32])[CH3:22]. Run in C1CCOC1 (THF). The product is C(C)C(CC)(O)C1=CC(=C(C=C1)C1=CC(=CC=C1C)NCC1=CC(=C(C=C1)CO)CO)C ((4-{[4′-(1-Ethyl-1-hydroxypropyl)-6,2′-dimethylbiphenyl-3-ylamino]methyl}-2-hydroxymethylphenyl)methanol). Reported procedure: 450 mg (1.1 mmol) of 1-{5′-[3,4-bis(hydroxymethyl)benzylamino]-2,2′-dimethylbiphenyl-4-yl}-1-propanone are dissolved in 30 ml of THF. 1.5 ml (4.5 mmol) of ethylmagnesium bromide are added and the medium is stirred at room temperature for 1 hour. After the usual work-up, the residue is purified by chromatography on silica gel (eluent: 1 heptane/1 ethyl acetate). A white solid is obtained (m=130 mg; Y=27%). Conditions: time 1 hour.